From a dataset of the Open Reaction Database (ORD), a public repository of structured organic reaction records. describe an organic reaction: reactants, conditions, products, and yield Starting materials: CCCc1c(Cc2ccc(-c3ccccc3C#N)cc2)c(=O)n(C2CCC(OC(CCOS(=O)(=O)c3ccc(C)cc3)C(=O)OCC)CC2)c2ncnn12, CC(C)(C)[O-], Cl, [K+], C1CCOC1. The product is CCCc1c(Cc2ccc(-c3ccccc3C#N)cc2)c(=O)n(C2CCC(OC3(C(=O)OCC)CC3)CC2)c2ncnn12. Reaction SMILES: [C:1](#[N:2])[c:3]1[c:4](-[c:9]2[cH:10][cH:11][c:12]([CH2:15][c:16]3[c:17](=[O:54])[n:18]([CH:28]4[CH2:29][CH2:30][CH:31]([O:34][CH:35]([C:36](=[O:37])[O:38][CH2:39][CH3:40])[CH2:41][CH2:42][O:43][S:44]([c:45]5[cH:46][cH:47][c:48]([CH3:49])[cH:50][cH:51]5)(=[O:52])=[O:53])[CH2:32][CH2:33]4)[c:19]4[n:20]([c:21]3[CH2:22][CH2:23][CH3:24])[n:25][cH:26][n:27]4)[cH:13][cH:14]2)[cH:5][cH:6][cH:7][cH:8]1.[CH3:55][C:56]([CH3:57])([O-:58])[CH3:59].[ClH:61].[K+:60].[O:62]1[CH2:63][CH2:64][CH2:65][CH2:66]1>>[C:1](#[N:2])[c:3]1[c:4](-[c:9]2[cH:10][cH:11][c:12]([CH2:15][c:16]3[c:17](=[O:54])[n:18]([CH:28]4[CH2:29][CH2:30][CH:31]([O:34][C:35]5([C:36](=[O:37])[O:38][CH2:39][CH3:40])[CH2:41][CH2:42]5)[CH2:32][CH2:33]4)[c:19]4[n:20]([c:21]3[CH2:22][CH2:23][CH3:24])[n:25][cH:26][n:27]4)[cH:13][cH:14]2)[cH:5][cH:6][cH:7][cH:8]1. The reactants are CSC1=CC=C(C=C1)C1=CC=C(C=N1)O (6-[4-(methylthio)phenyl]-3-pyridinol), CS(=O)(=O)OCC1CCN(CC1)C1=NC(=NO1)C(C)C ({1-[3-(1-methylethyl)-1,2,4-oxadiazol-5-yl]-4-piperidinyl}methyl methanesulfonate), C(=O)([O-])[O-].[K+].[K+] (K2CO3), CN(C)C=O (DMF). Run in O (water). Run at temperature 80 celsius, time 2 hour. Product: CC(C)C1=NOC(=N1)N1CCC(CC1)COC=1C=CC(=NC1)C1=CC=C(C=C1)SC (5-[({1-[3-(1-methylethyl)-1,2,4-oxadiazol-5-yl]-4-piperidinyl}methyl)oxy]-2-[4-(methylthio)phenyl]pyridine). Yield: 90.1%. Reaction SMILES: [CH3:1][S:2][C:3]1[CH:8]=[CH:7][C:6]([C:9]2[N:14]=[CH:13][C:12]([OH:15])=[CH:11][CH:10]=2)=[CH:5][CH:4]=1.CS(O[CH2:21][CH:22]1[CH2:27][CH2:26][N:25]([C:28]2[O:32][N:31]=[C:30]([CH:33]([CH3:35])[CH3:34])[N:29]=2)[CH2:24][CH2:23]1)(=O)=O.C([O-])([O-])=O.[K+].[K+].CN(C=O)C>O>[CH3:35][CH:33]([C:30]1[N:29]=[C:28]([N:25]2[CH2:24][CH2:23][CH:22]([CH2:21][O:15][C:12]3[CH:11]=[CH:10][C:9]([C:6]4[CH:5]=[CH:4][C:3]([S:2][CH3:1])=[CH:8][CH:7]=4)=[N:14][CH:13]=3)[CH2:27][CH2:26]2)[O:32][N:31]=1)[CH3:34] |f:2.3.4|. Procedure details: A mixture of 6-[4-(methylthio)phenyl]-3-pyridinol (53.2 g, 245 mmol), {1-[3-(1-methylethyl)-1,2,4-oxadiazol-5-yl]-4-piperidinyl}methyl methanesulfonate (prepared as in Example 100, Step 4, 74.3 g, 735 mmol), K2CO3 (101.5 g, 735 mmol) and DMF (500 mL) was stirred at 80° C. for 2 h. The mixture was charged with water, allowed to stand for 30 min, and the resulting precipitate was filtered, washed with water, heptane, and air dried to give 5-[({1-[3-(1-methylethyl)-1,2,4-oxadiazol-5-yl]-4-piperidin... The reactants are ClC(=O)OC(C)Cl (1-chloroethyl chloroformate), CCN(C(C)C)C(C)C (Hunig's base), C(C1=CC=CC=C1)N1C[C@@H]([C@H](C1)C1=CC(=C(C=C1)F)Cl)[C@H](C)OC1=NC=C(C#N)C=C1 (6-{(S)-1-[(3R,4S)-1-benzyl-4-(3-chloro-4-fluoro-phenyl)-pyrrolidin-3-yl]-ethoxy}-nicotinonitrile). Solvent: C1(=CC=CC=C1)C (toluene). Reaction conditions: temperature 100 celsius. Yields the product ClC=1C=C(C=CC1F)[C@@H]1[C@H](CNC1)[C@H](C)OC1=NC=C(C#N)C=C1 (6-{(S)-1-[(3R,4S)-4-(3-Chloro-4-fluoro-phenyl)-pyrrolidin-3-yl]-ethoxy}-nicotinonitrile). Isolated yield 73.6%. RXN SMILES: C([N:8]1[CH2:12][C@H:11]([C:13]2[CH:18]=[CH:17][C:16]([F:19])=[C:15]([Cl:20])[CH:14]=2)[C@@H:10]([C@@H:21]([O:23][C:24]2[CH:31]=[CH:30][C:27]([C:28]#[N:29])=[CH:26][N:25]=2)[CH3:22])[CH2:9]1)C1C=CC=CC=1.ClC(OC(Cl)C)=O.CCN(C(C)C)C(C)C>C1(C)C=CC=CC=1>[Cl:20][C:15]1[CH:14]=[C:13]([C@H:11]2[CH2:12][NH:8][CH2:9][C@@H:10]2[C@@H:21]([O:23][C:24]2[CH:31]=[CH:30][C:27]([C:28]#[N:29])=[CH:26][N:25]=2)[CH3:22])[CH:18]=[CH:17][C:16]=1[F:19]. Reported procedure: To a solution of 6-{(S)-1-[(3R,4S)-1-benzyl-4-(3-chloro-4-fluoro-phenyl)-pyrrolidin-3-yl]-ethoxy}-nicotinonitrile-48 mg (0.11 mmol) dissolved in toluene (1 mL) were added 47 mg (0.33 mmol) of 1-chloroethyl chloroformate and 43 mg (0.33 mmol) of Hunig's base. The reaction mixture was heated at 100° C. for one hour. After cooling down to RT, volatiles were removed under vacuo and the crude was dissolved in MeOH (5 mL). The reaction mixture was heated at 85° C. for 30 minutes and after cooling down... The reactants are O=C(NC(Cc1cc(Cl)cc(Cl)c1)C(O)CBr)OCc1ccccc1, CO, [K+], [K+], O=C([O-])[O-]. Yields the product O=C(NC(Cc1cc(Cl)cc(Cl)c1)C1CO1)OCc1ccccc1. Reaction SMILES: [Br:1][CH2:2][CH:3]([CH:4]([CH2:5][c:6]1[cH:7][c:8]([Cl:13])[cH:9][c:10]([Cl:12])[cH:11]1)[NH:14][C:15]([O:16][CH2:17][c:18]1[cH:19][cH:20][cH:21][cH:22][cH:23]1)=[O:24])[OH:25].[CH3:32][OH:33].[K+:26].[K+:27].[O-:28][C:29]([O-:30])=[O:31]>>[CH2:2]1[CH:3]([CH:4]([CH2:5][c:6]2[cH:7][c:8]([Cl:13])[cH:9][c:10]([Cl:12])[cH:11]2)[NH:14][C:15]([O:16][CH2:17][c:18]2[cH:19][cH:20][cH:21][cH:22][cH:23]2)=[O:24])[O:25]1. Starting materials: C(C)OC(=O)CCCOC1=CC=C2CCCC(C2=C1)=O (7-(3-ethoxycarbonylpropoxy)-1-tetralone), C(C)(C)N(C(C)C)CC (N,N-diisopropylethyl amine), N1CCOCC1 (morpholine). Solvent: C(Cl)Cl (CH2Cl2). Run at time 24 hour. The product is N1(CCOCC1)C(CCCOC1=CC=C2CCCC(C2=C1)=O)=O (7-(4-morpholin-4-yl-4-oxo-butoxy)-1-tetralone). Yield: 86.0%. RXN SMILES: C(O[C:4]([CH2:6][CH2:7][CH2:8][O:9][C:10]1[CH:19]=[C:18]2[C:13]([CH2:14][CH2:15][CH2:16][C:17]2=[O:20])=[CH:12][CH:11]=1)=[O:5])C.C(N(CC)C(C)C)(C)C.[NH:30]1[CH2:35][CH2:34][O:33][CH2:32][CH2:31]1>C(Cl)Cl>[N:30]1([C:4](=[O:5])[CH2:6][CH2:7][CH2:8][O:9][C:10]2[CH:19]=[C:18]3[C:13]([CH2:14][CH2:15][CH2:16][C:17]3=[O:20])=[CH:12][CH:11]=2)[CH2:35][CH2:34][O:33][CH2:32][CH2:31]1. Reported procedure: To a suspension of 7-(3-ethoxycarbonylpropoxy)-1-tetralone (0.925 g, 3.7 mmol), HUBT (1.415 g, 3.7 mmol), N,N-diisopropylethyl amine (1.3 mL) in CH2Cl2 (20 mL) was added morpholine (0.330 mL, 3.7 mmol) at room temperature and under argon atmosphere. The reaction mixture was then stirred at room temperature for 24 h and then concentrated. The residue dissolved in ethyl acetate (50 mL) and the organic layer was washed with dil. HCl, water, brine, and dried over anhydrous Na2SO4, filtered and conce... The reactants are solution, CN (methylamine), CSC(=C[N+](=O)[O-])NC1=CC=C(C=C1)/C=C/CC(=O)OC (methyl (E)-4-{4-((1-methylthio-2-nitroethen-1-yl)amino)phenyl}-3-butenoate). Solvent: CO (methanol), CO (methanol). Conditions: time 4 hour. Product: CNC(=C[N+](=O)[O-])NC1=CC=C(C=C1)/C=C/CC(=O)OC (Methyl (E)-4-{4-((1-methylamino-2-nitroethen-1-yl)amino)phenyl}-3-butenoate). Yield: 54.0%. Reaction SMILES: CS[C:3]([NH:8][C:9]1[CH:14]=[CH:13][C:12](/[CH:15]=[CH:16]/[CH2:17][C:18]([O:20][CH3:21])=[O:19])=[CH:11][CH:10]=1)=[CH:4][N+:5]([O-:7])=[O:6].[CH3:22][NH2:23]>CO>[CH3:22][NH:23][C:3]([NH:8][C:9]1[CH:14]=[CH:13][C:12](/[CH:15]=[CH:16]/[CH2:17][C:18]([O:20][CH3:21])=[O:19])=[CH:11][CH:10]=1)=[CH:4][N+:5]([O-:7])=[O:6]. Procedure: 1.00 g of methyl (E)-4-{4-((1-methylthio-2-nitroethen-1-yl)amino)phenyl}-3-butenoate was suspended in 5 ml of methanol, followed by the addition of 1.25 ml of a 40% solution of methylamine in methanol. The obtained mixture was stirred at a room temperature for 4 hours and distilled to remove the solvent. The residue was purified by silica gel column chromatography [solvent: dichloromethane/methanol (30:1)] to obtain 0.5 g of the title compound as a pale yellow solid (yield: 54%).